From a dataset of the Open Reaction Database (ORD), a public repository of structured organic reaction records. describe an organic reaction: reactants, conditions, products, and yield Reactants: Oc1ccc(Br)cc1C(O)c1ccccn1, ClC(Cl)Cl, O=C(OO)c1cccc(Cl)c1, [Na+], [Na+], O=S([O-])[O-]. As a reaction SMILES: [Br:1][c:2]1[cH:3][cH:4][c:5]([OH:16])[c:6]([CH:7]([c:8]2[n:9][cH:10][cH:11][cH:12][cH:13]2)[OH:14])[cH:15]1.[CH:34]([Cl:35])([Cl:36])[Cl:37].[Cl:17][c:18]1[cH:19][cH:20][cH:21][c:22]([C:23]([O:24][OH:26])=[O:25])[cH:27]1.[Na+:32].[Na+:33].[S:28]([O-:29])([O-:30])=[O:31]>>[Br:1][c:2]1[cH:3][cH:4][c:5]([OH:16])[c:6]([CH:7]([c:8]2[n+:9]([O-:25])[cH:10][cH:11][cH:12][cH:13]2)[OH:14])[cH:15]1. Product: [O-][n+]1ccccc1C(O)c1cc(Br)ccc1O. The reactants are COc1ccc(C2=NN(C3CCNCC3)C(=O)C2(C)C)cc1OC, O=C(O)c1ccc2cccnc2n1. Yields the product COc1ccc(C2=NN(C3CCN(C(=O)c4ccc5cccnc5n4)CC3)C(=O)C2(C)C)cc1OC. Reaction SMILES: [CH3:1][O:2][c:3]1[cH:4][c:5]([C:11]2=[N:15][N:14]([CH:16]3[CH2:17][CH2:18][NH:19][CH2:20][CH2:21]3)[C:13](=[O:22])[C:12]2([CH3:23])[CH3:24])[cH:6][cH:7][c:8]1[O:9][CH3:10].[n:25]1[c:26]([C:35](=[O:36])[OH:37])[cH:27][cH:28][c:29]2[cH:30][cH:31][cH:32][n:33][c:34]12>>[CH3:1][O:2][c:3]1[cH:4][c:5]([C:11]2=[N:15][N:14]([CH:16]3[CH2:17][CH2:18][N:19]([C:35]([c:26]4[n:25][c:34]5[c:29]([cH:28][cH:27]4)[cH:30][cH:31][cH:32][n:33]5)=[O:36])[CH2:20][CH2:21]3)[C:13](=[O:22])[C:12]2([CH3:23])[CH3:24])[cH:6][cH:7][c:8]1[O:9][CH3:10]. Reactants: CI (methyl iodide), [Li+].CC(C)[N-]C(C)C (LDA), CCCCCCC.C1CCOC1.C(C)C1=CC=CC=C1 (heptane THF ethylbenzene), CC1=C(SC=C1)C(=O)O (3-methylthiophene-2-carboxylic acid), Cl (HCl). Run in C1CCOC1 (THF). Run at temperature 0 celsius, time 1.5 hour. Product: CC1=C(SC(=C1)C)C(=O)O (3,5-dimethylthiophene-2-carboxylic acid), 4A. Reaction SMILES: [Li+].[CH3:2]C([N-]C(C)C)C.CCCCCCC.C1COCC1.C(C1C=CC=CC=1)C.[CH3:29][C:30]1[CH:34]=[CH:33][S:32][C:31]=1[C:35]([OH:37])=[O:36].CI.Cl>C1COCC1>[CH3:29][C:30]1[CH:34]=[C:33]([CH3:2])[S:32][C:31]=1[C:35]([OH:37])=[O:36] |f:0.1,2.3.4|. Procedure details: 2.2 equivalents of 2.0 M LDA solution in heptane/THF/ethylbenzene (0.97 mL, 1.019 mol) was added to a solution of 3-methylthiophene-2-carboxylic acid (1.42 g, 10 mmol) in anhydrous THF (20 mL) at 0° C. The reaction mixture was stirred at 0° C. for 1.5 hr; and then methyl iodide (1.4 mL, 22 mmol) was added. The resulting mixture was stirred at 0° C. for an additional 2 hr, acidified with 2N HCl and extracted with methylene chloride (4×50 mL). The organic layers were then combined, concentrated an... The reactants are Cn1c(=O)c2c(nc(Cl)n2Cc2ccccc2)n(C)c1=O, CC(C)O, NC1CCNC1. Product: Cn1c(=O)c2c(nc(N3CCC(N)C3)n2Cc2ccccc2)n(C)c1=O, Cl. As a reaction SMILES: [CH2:1]([c:2]1[cH:3][cH:4][cH:5][cH:6][cH:7]1)[n:8]1[c:9]([Cl:21])[n:10][c:11]2[n:12]([CH3:20])[c:13](=[O:19])[n:14]([CH3:18])[c:15](=[O:17])[c:16]12.[CH3:28][CH:29]([OH:30])[CH3:31].[NH2:22][CH:23]1[CH2:24][NH:25][CH2:26][CH2:27]1>>[CH2:1]([c:2]1[cH:3][cH:4][cH:5][cH:6][cH:7]1)[n:8]1[c:9]([N:25]2[CH2:24][CH:23]([NH2:22])[CH2:27][CH2:26]2)[n:10][c:11]2[n:12]([CH3:20])[c:13](=[O:19])[n:14]([CH3:18])[c:15](=[O:17])[c:16]12.[ClH:21]. The reactants are BrC1=C(C=C(C=2NC3=CC(=CC=C3C12)C(C)(C)O)C(=O)N)Cl (4-bromo-3-chloro-7-(2-hydroxypropan-2-yl)-9H-carbazole-1-carboxamide), BrC1=C(C=C(C=2NC3=CC(=CC=C3C12)C(C)(C)O)C(=O)N)Cl (4-bromo-3-chloro-7-(2-hydroxypropan-2-yl)-9H-carbazole-1-carboxamide), FC1=CC=C2C(N(C(N(C2=C1)C)=O)C1=C(C(=CC=C1)B1OC(C(O1)(C)C)(C)C)C)=O (7-fluoro-1-methyl-3-(2-methyl-3-(4,4,5,5-tetramethyl-1,3,2-dioxaborolan-2-yl)phenyl)quinazoline-2,4(1H,3H)-dione), FC1=CC=C2C(N(C(N(C2=C1)C)=O)C1=C(C(=CC=C1)B1OC(C(O1)(C)C)(C)C)C)=O (7-fluoro-1-methyl-3-(2-methyl-3-(4,4,5,5-tetramethyl-1,3,2-dioxaborolan-2-yl)phenyl)quinazoline-2,4(1H,3H)-dione), C(=O)([O-])[O-].[Cs+].[Cs+] (Cs2CO3). The reagents and catalysts are C1=CC=C(C=C1)P([C-]2C=CC=C2)C3=CC=CC=C3.C1=CC=C(C=C1)P([C-]2C=CC=C2)C3=CC=CC=C3.Cl[Pd]Cl.[Fe+2].C(Cl)Cl (PdCl2(dppf) DCM). Run in C1CCOC1 (THF), O (water). Conditions: temperature 90 celsius. Yields the product ClC=1C=C(C=2NC3=CC(=CC=C3C2C1C1=C(C(=CC=C1)N1C(N(C2=CC(=CC=C2C1=O)F)C)=O)C)C(C)(C)O)C(=O)N (3-chloro-4-(3-(7-fluoro-1-methyl-2,4-dioxo-1,2-dihydroquinazolin-3(4H)-yl)-2-methylphenyl)-7-(2-hydroxypropan-2-yl)-9H-carbazole-1-carboxamide). The yield is 53.5%. Reaction SMILES: Br[C:2]1[C:14]2[C:13]3[C:8](=[CH:9][C:10]([C:15]([OH:18])([CH3:17])[CH3:16])=[CH:11][CH:12]=3)[NH:7][C:6]=2[C:5]([C:19]([NH2:21])=[O:20])=[CH:4][C:3]=1[Cl:22].[F:23][C:24]1[CH:33]=[C:32]2[C:27]([C:28](=[O:52])[N:29]([C:36]3[CH:41]=[CH:40][CH:39]=[C:38](B4OC(C)(C)C(C)(C)O4)[C:37]=3[CH3:51])[C:30](=[O:35])[N:31]2[CH3:34])=[CH:26][CH:25]=1.C([O-])([O-])=O.[Cs+].[Cs+]>C1COCC1.O.C1C=CC(P(C2C=CC=CC=2)[C-]2C=CC=C2)=CC=1.C1C=CC(P(C2C=CC=CC=2)[C-]2C=CC=C2)=CC=1.Cl[Pd]Cl.[Fe+2].C(Cl)Cl>[Cl:22][C:3]1[CH:4]=[C:5]([C:19]([NH2:21])=[O:20])[C:6]2[NH:7][C:8]3[C:13]([C:14]=2[C:2]=1[C:38]1[CH:39]=[CH:40][CH:41]=[C:36]([N:29]2[C:28](=[O:52])[C:27]4[C:32](=[CH:33][C:24]([F:23])=[CH:25][CH:26]=4)[N:31]([CH3:34])[C:30]2=[O:35])[C:37]=1[CH3:51])=[CH:12][CH:11]=[C:10]([C:15]([OH:18])([CH3:17])[CH3:16])[CH:9]=3 |f:2.3.4,7.8.9.10.11|. Reported procedure: A mixture of 4-bromo-3-chloro-7-(2-hydroxypropan-2-yl)-9H-carbazole-1-carboxamide [Intermediate 3] (200 mg, 0.524 mmol), 7-fluoro-1-methyl-3-(2-methyl-3-(4,4,5,5-tetramethyl-1,3,2-dioxaborolan-2-yl)phenyl)quinazoline-2,4(1H,3H)-dione [Intermediate 15] (215 mg, 0.524 mmol), Cs2CO3 (512 mg, 1.57 mmol) and PdCl2(dppf) DCM adduct (21.4 mg, 0.026 mmol) in THF (3 mL) and water (0.50 mL) was heated at 90° C. for 4 h. The cooled mixture was concentrated, and the residue was purified by column chromatogr... The reactants are CCCCC(=O)Cl, ClCCl, Cl, Nc1ccc(C(=O)CCC(=O)O)cc1, [Na+], [OH-]. Yields the product CCCCC(=O)Nc1ccc(C(=O)CCC(=O)O)cc1. Reaction SMILES: [C:1]([CH2:2][CH2:3][CH2:4][CH3:5])(=[O:6])[Cl:7].[Cl:25][CH2:26][Cl:27].[ClH:24].[NH2:8][c:9]1[cH:10][cH:11][c:12]([C:15]([CH2:16][CH2:17][C:18](=[O:19])[OH:20])=[O:21])[cH:13][cH:14]1.[Na+:23].[OH-:22]>>[C:1]([CH2:2][CH2:3][CH2:4][CH3:5])(=[O:6])[NH:8][c:9]1[cH:10][cH:11][c:12]([C:15]([CH2:16][CH2:17][C:18](=[O:19])[OH:20])=[O:21])[cH:13][cH:14]1. The reactants are C(C)(C)(C)OC(NCCBr)=O (tert-butyl(2-bromoethyl)carbamate), FC1=C(C(=CN1)C#N)C1=CC=CC=C1 (5-fluoro-4-phenyl-1H-pyrrole-3-carbonitrile), [OH-].[Na+] (sodium hydroxide). The reagents and catalysts are S(=O)(=O)(O)[O-].C(CCC)[N+](CCCC)(CCCC)CCCC (tetrabutylammonium hydrogen sulfate). The solvent is C(C)#N (acetonitrile). Product: C(C)(C)(C)OC(NCCN1C(=C(C(=C1)C#N)C1=CC=CC=C1)F)=O (tert-butyl{2-[4-cyano-2-fluoro-3-phenyl-1H-pyrrol-1-yl]ethyl}carbamate). The yield is 37.8%. As a reaction SMILES: [F:1][C:2]1[NH:6][CH:5]=[C:4]([C:7]#[N:8])[C:3]=1[C:9]1[CH:14]=[CH:13][CH:12]=[CH:11][CH:10]=1.[OH-].[Na+].[C:17]([O:21][C:22](=[O:27])[NH:23][CH2:24][CH2:25]Br)([CH3:20])([CH3:19])[CH3:18]>C(#N)C.S([O-])(O)(=O)=O.C([N+](CCCC)(CCCC)CCCC)CCC>[C:17]([O:21][C:22](=[O:27])[NH:23][CH2:24][CH2:25][N:6]1[CH:5]=[C:4]([C:7]#[N:8])[C:3]([C:9]2[CH:10]=[CH:11][CH:12]=[CH:13][CH:14]=2)=[C:2]1[F:1])([CH3:20])([CH3:19])[CH3:18] |f:1.2,5.6|. Procedure details: To a solution of 3.75 g (20.1 mmol) of 5-fluoro-4-phenyl-1H-pyrrole-3-carbonitrile in 101 ml of acetonitrile are added 1.6 g (40 mmol) of finely ground sodium hydroxide and 0.27 g (0.81 mmol) of tetrabutylammonium hydrogen sulfate, and the mixture is stirred vigorously for a few minutes, followed by adding 5.42 g (24.2 mmol) of tert-butyl(2-bromoethyl)carbamate (CAS 39684-80-5), and the mixture is then stirred for 18 hours at 90° C. After cooling, the solvent is evaporated off under reduced pres... Starting materials: [N+](=O)([O-])C1=C(C=CC=C1)[C@@H]1[C@H](OC(O1)(C)C)CO (((4R,5R)-5-(2-nitrophenyl)-2,2-dimethyl-1.3-dioxolane-4-yl)methanol). Reagents/catalysts: [OH-].[OH-].[Pd+2] (Pd(OH)2). Run in CCOC(=O)C (EtOAc). Reaction conditions: time 6 hour. Yields the product NC1=C(C=CC=C1)[C@@H]1[C@H](OC(O1)(C)C)CO (((4R,5R)-5-(2-aminophenyl)-2,2-dimethyl-1.3-dioxolane-4-yl)methanol). Yield: 60.8%. RXN SMILES: [N+:1]([C:4]1[CH:9]=[CH:8][CH:7]=[CH:6][C:5]=1[C@H:10]1[O:14][C:13]([CH3:16])([CH3:15])[O:12][C@@H:11]1[CH2:17][OH:18])([O-])=O>CCOC(C)=O.[OH-].[OH-].[Pd+2]>[NH2:1][C:4]1[CH:9]=[CH:8][CH:7]=[CH:6][C:5]=1[C@H:10]1[O:14][C:13]([CH3:15])([CH3:16])[O:12][C@@H:11]1[CH2:17][OH:18] |f:2.3.4|. Procedure: To a stirred solution of ((4R,5R)-5-(2-nitrophenyl)-2,2-dimethyl-1.3-dioxolane-4-yl)methanol (Preparation example 46, 14 g) in EtOAc was added Pd(OH)2 (20 wt %, 2.8 g) under hydrogen gas (balloon). The mixture was stirred for 6 h then the resulting mixture was filtered through celite and concentrated under reduced pressure. The crude product was purified by SiO2 gel column chromatography to give title compound (7.5 g 65˜85%)